Dataset: the Open Reaction Database (ORD), a public repository of structured organic reaction records. Task: describe an organic reaction: reactants, conditions, products, and yield Reactants: BrCCCl (1-bromo-2-chloroethane), [Cl-].[NH4+] (ammonium chloride), C(C)(C)NC(C)C (diisopropylamine), C(C(C)C)(=O)OCC (ethyl isobutyrate). Run in O1CCCC1 (tetrahydrofuran), O1CCCC1 (tetrahydrofuran). Conditions: temperature -78 celsius, time 2 hour. Yields the product ClCCC(C(=O)OCC)(C)C (ethyl 4-chloro-2,2-dimethylbutyrate). Reaction SMILES: C(NC(C)C)(C)C.[C:8]([O:13][CH2:14][CH3:15])(=[O:12])[CH:9]([CH3:11])[CH3:10].Br[CH2:17][CH2:18][Cl:19].[Cl-].[NH4+]>O1CCCC1>[Cl:19][CH2:18][CH2:17][C:9]([CH3:11])([CH3:10])[C:8]([O:13][CH2:14][CH3:15])=[O:12] |f:3.4|. Procedure: To a solution of 22.2 ml of diisopropylamine in 150 ml of tetrahydrofuran was added 93.6 ml of 1.6M n-butyllithium-hexane with stirring at -5° to 0° C. and the mixture was stirred for 30 minutes. The reaction mixture was cooled to -78° C. and 19.0 ml of ethyl isobutyrate was added dropwise. The mixture was then further stirred for 45 minutes, after which a solution of 11.9 ml of 1-bromo-2-chloroethane in 10 ml of tetrahydrofuran was added dropwise. The reaction mixture was stirred at -78° C. for...